This data is from the Open Reaction Database (ORD), a public repository of structured organic reaction records. The task is: describe an organic reaction: reactants, conditions, products, and yield As a reaction SMILES: [Br:1][c:2]1[cH:3][cH:4][c:5]([CH:8]2[C:9](=[O:20])[O:10][c:11]3[c:12]2[c:13]([CH3:19])[cH:14][c:15]([CH3:18])[c:16]3[CH3:17])[cH:6][cH:7]1.[C:27]([O:28][CH2:29][CH3:30])(=[O:31])[CH3:32].[CH3:21][CH2:22][CH2:23][CH2:24][CH2:25][CH3:26]>>[Br:1][c:2]1[cH:3][cH:4][c:5]([CH:8]([CH2:9][OH:20])[c:12]2[c:11]([OH:10])[c:16]([CH3:17])[c:15]([CH3:18])[cH:14][c:13]2[CH3:19])[cH:6][cH:7]1. Reactants: Cc1cc(C)c2c(c1C)OC(=O)C2c1ccc(Br)cc1, CCOC(C)=O, CCCCCC. Yields the product Cc1cc(C)c(C(CO)c2ccc(Br)cc2)c(O)c1C. The reactants are C(N)(=S)C1=CC=C(C(=O)OC)C=C1 (methyl 4-thiocarbamoylbenzoate), FC1=C(C(CBr)=O)C(=C(C(=C1F)F)F)F (2,3,4,5,6-pentafluorophenacyl bromide). Product: FC1=C(C(=C(C(=C1F)F)F)F)C=1N=C(SC1)C1=CC=C(C(=O)OC)C=C1 (methyl 4-[4-(2,3,4,5,6-pentafluorophenyl)-2-thiazolyl]benzoate). Isolated yield 60.0%. As a reaction SMILES: [C:1]([C:4]1[CH:13]=[CH:12][C:7]([C:8]([O:10][CH3:11])=[O:9])=[CH:6][CH:5]=1)(=[S:3])[NH2:2].[F:14][C:15]1[C:24]([F:25])=[C:23]([F:26])[C:22]([F:27])=[C:21]([F:28])[C:16]=1[C:17](=O)[CH2:18]Br>>[F:14][C:15]1[C:24]([F:25])=[C:23]([F:26])[C:22]([F:27])=[C:21]([F:28])[C:16]=1[C:17]1[N:2]=[C:1]([C:4]2[CH:13]=[CH:12][C:7]([C:8]([O:10][CH3:11])=[O:9])=[CH:6][CH:5]=2)[S:3][CH:18]=1. Procedure: In the same manner as in Example 28, methyl 4-thiocarbamoylbenzoate was reacted with 2,3,4,5,6-pentafluorophenacyl bromide to obtain methyl 4-[4-(2,3,4,5,6-pentafluorophenyl)-2-thiazolyl]benzoate. The product was recrystallized from ethanol. Yield: 60%. Pale yellow prisms. Melting point: 141 to 142° C. The reactants are C(\C=C\C(=O)O)(=O)O.C(\C=C\C(=O)O)(=O)O.CN1CCC(C12CCCCC2)N (1-methyl-4-amino- 1-azaspiro[4.5]decane difumarate), C(=O)(O)[O-].[Na+] (NaHCO3), C(Cl)(Cl)Cl (CHCl3), ClC1=C(C(=O)Cl)C=CC(=C1)Cl (2,4-dichlorobenzoyl chloride), C(Cl)(Cl)Cl (CHCl3). Yields the product CN1CCC(C12CCCCC2)NC(C2=CC(=C(C=C2)Cl)Cl)=O (1-methyl-4-(3,4-dichlorobenzamido)-1-azaspiro[4.5]decane). RXN SMILES: C(O)(=O)/C=C/C(O)=O.C(O)(=O)/C=C/C(O)=O.[CH3:17][N:18]1[C:22]2([CH2:27][CH2:26][CH2:25][CH2:24][CH2:23]2)[CH:21]([NH2:28])[CH2:20][CH2:19]1.C([O-])(O)=O.[Na+].Cl[C:35]1[CH:43]=[C:42]([Cl:44])[CH:41]=[CH:40][C:36]=1[C:37](Cl)=[O:38].C(Cl)(Cl)[Cl:46]>>[CH3:17][N:18]1[C:22]2([CH2:23][CH2:24][CH2:25][CH2:26][CH2:27]2)[CH:21]([NH:28][C:37](=[O:38])[C:36]2[CH:40]=[CH:41][C:42]([Cl:44])=[C:43]([Cl:46])[CH:35]=2)[CH2:20][CH2:19]1 |f:0.1.2,3.4|. Reported procedure: To a stirring suspension of 3.0 g (0.017 mole) of 1-methyl-4-amino-azaspiro[4.5]decane of Example 2 and 5.0 g of NaHCO3 in 50 ml of CHCl3 was added dropwise 3.8 g (0.018 mole) of 2,4-dichlorobenzoyl chloride in 25 ml of CHCl3. The reaction was refluxed for 3 hours, cooled to room temperature, filtered, and the solvent evaporated to give an oil. The residue was triturated with boiling hexane and decanted; the hexane solution afforded 3.1 g of 1-methyl-4-(3,4-dichlorobenzamido)-1-azaspiro[4.5]deca... Starting materials: C(C1=CC=CC=C1)OC(=O)N1CCC(CC1)C=1C(=NC=CC1)F (1-benzyloxycarbonyl-4-(2-fluoropyrid-3-yl)piperidine). Run in FC(C(=O)O)(F)F (trifluoroacetic acid), C(Cl)(Cl)Cl (chloroform). Product: FC1=NC=CC=C1C1CCNCC1 (4-(2-Fluoropyrid-3-yl)piperidine). Yield: 310.1%. As a reaction SMILES: C(OC([N:11]1[CH2:16][CH2:15][CH:14]([C:17]2[C:18]([F:23])=[N:19][CH:20]=[CH:21][CH:22]=2)[CH2:13][CH2:12]1)=O)C1C=CC=CC=1>FC(F)(F)C(O)=O.C(Cl)(Cl)Cl>[F:23][C:18]1[C:17]([CH:14]2[CH2:15][CH2:16][NH:11][CH2:12][CH2:13]2)=[CH:22][CH:21]=[CH:20][N:19]=1. Procedure details: A solution of 1-benzyloxycarbonyl-4-(2-fluoropyrid-3-yl)piperidine (0.36 g) in 5 mL of trifluoroacetic acid was heated to reflux for 30 minutes and evaporated. The residue thus obtained was dissolved in chloroform and evaporated. After repeating this process three times, the named product was obtained as an oil (0.64 g); MS: 181; NMR: 1.6-2.1 (m, 4), 3.0-3.4 (m, 5), 7.2-7.5 (m, 2), 7.8-7.9 (m, 4), 8.1 (m, 1), 8.2-8.8 (br, 2). Reaction SMILES: [C:1]([CH3:2])([CH3:3])([CH3:4])[O:5][C:6]([c:7]1[cH:8][c:9]([Cl:14])[n:10][c:11]([Cl:13])[cH:12]1)=[O:15].[CH2:24]([CH:25]([CH3:26])[CH3:27])[Mg+:28].[CH2:29]1[O:30][CH2:31][CH2:32][CH2:33]1.[CH3:16][N:17]1[CH2:18][CH2:19][CH2:20][C:21]1=[O:22].[Cl-:23]>>[C:1]([CH3:2])([CH3:3])([CH3:4])[O:5][C:6]([c:7]1[cH:8][c:9]([CH2:24][CH:25]([CH3:26])[CH3:27])[n:10][c:11]([Cl:13])[cH:12]1)=[O:15]. The reactants are CC(C)(C)OC(=O)c1cc(Cl)nc(Cl)c1, CC(C)C[Mg+], C1CCOC1, CN1CCCC1=O, [Cl-]. Product: CC(C)Cc1cc(C(=O)OC(C)(C)C)cc(Cl)n1. Reactants: CC(C)(C)OC(=O)N[C@H](C1=CC=CC=C1)C(=O)O (N-Boc L-phenylglycine), C(=O)(N1C=NC=C1)N1C=NC=C1 (1,1′-carbonyldiimidazole), C(CCCCCCC\C=C/CCCCCCCC)O (oleyl alcohol). Solvent: C(C)#N (acetonitrile). Reaction conditions: time 1 hour. Yields the product NC(C(=O)O)C1=CC=CC=C1 (aminophenylacetic acid). The yield is 36.5%. Reaction SMILES: CC(OC([NH:8][C@@H:9]([C:16]([OH:18])=[O:17])[C:10]1[CH:15]=[CH:14][CH:13]=[CH:12][CH:11]=1)=O)(C)C.C(N1C=CN=C1)(N1C=CN=C1)=O.C(O)CCCCCCC/C=C\CCCCCCCC>C(#N)C>[NH2:8][CH:9]([C:10]1[CH:15]=[CH:14][CH:13]=[CH:12][CH:11]=1)[C:16]([OH:18])=[O:17]. Procedure details: To a solution of N-Boc L-phenylglycine (2.51 g, 10 mmol) in acetonitrile (50 ml), was added portionwise 1,1′-carbonyldiimidazole (3.24 g, 20 mmol). The solution was stirred at room temperature for 1 h, oleyl alcohol (3.15 ml, 2.68 g, 10 mmol) was added, and the reaction mixture further stirred for 2 h at room temperature. The solvent was evaporated, the residue was dissolved in ethyl acetate (150 ml), washed successively with 5% NaHCO3, 5% citric acid and water, dried on MgSO4 and evaporated to ... The reactants are C1(CC1)[Mg]Br.C1CCOC1 (cyclopropylmagnesium bromide THF), ClC1=CC(=NC=2N1N=CC2)C2=CC=C(C=C2)Cl (7-chloro-5-(4-chloro-phenyl)-pyrazolo[1,5-a]pyrimidine), [NH4+].[Cl-] (NH4Cl), [Cl-].C1(CC1)[Zn+].C1CCOC1 (cyclopropylzinc chloride THF). Reagents/catalysts: [Cl-].[Zn+2].[Cl-].C1CCOC1 (zinc chloride THF), C=1C=CC(=CC1)[P](C=2C=CC=CC2)(C=3C=CC=CC3)[Pd]([P](C=4C=CC=CC4)(C=5C=CC=CC5)C=6C=CC=CC6)([P](C=7C=CC=CC7)(C=8C=CC=CC8)C=9C=CC=CC9)[P](C=1C=CC=CC1)(C=1C=CC=CC1)C=1C=CC=CC1 (tetrakis(triphenylphosphine)palladium). The solvent is C1CCOC1 (THF). Reaction conditions: time 1 hour. The product is ClC1=CC=C(C=C1)C1=NN2C(N=CC=C2C2CC2)=C1 (4-chloro-phenyl-7-cyclopropyl-pyrazolo[1,5-a]pyrimidine). The yield is 69.0%. As a reaction SMILES: Cl[C:2]1[N:7]2[N:8]=[CH:9][CH:10]=[C:6]2N=[C:4]([C:11]2[CH:16]=[CH:15][C:14](Cl)=[CH:13][CH:12]=2)[CH:3]=1.[Cl-:18].[CH:19]1([Zn+])[CH2:21][CH2:20]1.C1COCC1.C1([Mg]Br)CC1.C1COCC1.[NH4+:38].[Cl-]>C1COCC1.C1C=CC([P]([Pd]([P](C2C=CC=CC=2)(C2C=CC=CC=2)C2C=CC=CC=2)([P](C2C=CC=CC=2)(C2C=CC=CC=2)C2C=CC=CC=2)[P](C2C=CC=CC=2)(C2C=CC=CC=2)C2C=CC=CC=2)(C2C=CC=CC=2)C2C=CC=CC=2)=CC=1.[Cl-].[Zn+2].[Cl-].C1COCC1>[Cl:18][C:14]1[CH:15]=[CH:16][C:11]([C:4]2[CH:3]=[C:2]3[N:8]=[CH:9][CH:10]=[C:6]([CH:19]4[CH2:21][CH2:20]4)[N:7]3[N:38]=2)=[CH:12][CH:13]=1 |f:1.2.3,4.5,6.7,10.11.12.13,^1:48,50,69,88|. Procedure details: To a solution of 7-chloro-5-(4-chloro-phenyl)-pyrazolo[1,5-a]pyrimidine (2.1 g, 8.0 mmol) and tetrakis(triphenylphosphine)palladium (0.92 g, 0.8 mmol) in THF (14 mL) was added at 20° C. 0.25 M cyclopropylzinc chloride/THF suspension (ca. 128 mL, 32 mmol; freshly prepared by stirring a mixture of 64 mL of 0.5 M cyclopropylmagnesium bromide/THF and 64 mL of 0.5 M zinc chloride/THF for 1 h at 0° C., followed by 1 h at 20° C.) and the mixture was refluxed in an atmosphere of argon for 1.5 h. After t... Starting materials: C1CCOC1, Cc1cccnc1CN(Cc1ncccc1C)C1C2CCC1CNC2, O, O=C(NO)Oc1ccccc1. Product: Cc1cccnc1CN(Cc1ncccc1C)C1C2CCC1CN(C(=O)NO)C2. As a reaction SMILES: [CH2:38]1[O:39][CH2:40][CH2:41][CH2:42]1.[CH:1]12[CH2:2][NH:3][CH2:4][CH:5]([CH2:6][CH2:7]1)[CH:8]2[N:9]([CH2:10][c:11]1[n:12][cH:13][cH:14][cH:15][c:16]1[CH3:17])[CH2:18][c:19]1[n:20][cH:21][cH:22][cH:23][c:24]1[CH3:25].[OH2:37].[c:26]1([O:32][C:33](=[O:27])[NH:35][OH:36])[cH:28][cH:29][cH:30][cH:31][cH:34]1>>[CH:1]12[CH2:2][N:3]([C:33](=[O:32])[NH:35][OH:36])[CH2:4][CH:5]([CH2:6][CH2:7]1)[CH:8]2[N:9]([CH2:10][c:11]1[n:12][cH:13][cH:14][cH:15][c:16]1[CH3:17])[CH2:18][c:19]1[n:20][cH:21][cH:22][cH:23][c:24]1[CH3:25]. Yields the product NC1=NC=C(C=C1)OCC1=CC=C(C=C1)Cl (2-amino-5-(4-chlorobenzyloxy)pyridine). RXN SMILES: [OH-].[Na+].[Cl:3][C:4]1[CH:22]=[CH:21][C:7]([CH2:8][O:9][C:10]2[CH:11]=[CH:12][C:13]([NH:16]C(=O)OC)=[N:14][CH:15]=2)=[CH:6][CH:5]=1.CO>O>[NH2:16][C:13]1[CH:12]=[CH:11][C:10]([O:9][CH2:8][C:7]2[CH:21]=[CH:22][C:4]([Cl:3])=[CH:5][CH:6]=2)=[CH:15][N:14]=1 |f:0.1|. Run at time 8 hour. The solvent is O (water). Procedure: 10% Sodium hydroxide (8 ml) is added to methyl N-[5-(4-chlorobenzyloxy)-2-pyridyl]carbamate (59 mg, 0.20 mmol), and the mixture is heated rapidly to 85°. About 4 ml of methanol is added to the mixture after it has been heated for 2 hours. Heating is continued, and after another hour about 4 ml more of methanol is added to the mixture. Heating at 85° is continued overnight. The reaction is then cooled, and the methanol is rotoevaporated off. The reaction is poured into water and extracted with ch... Reactants: CO (methanol), [OH-].[Na+] (Sodium hydroxide), ClC1=CC=C(COC=2C=CC(=NC2)NC(OC)=O)C=C1 (methyl N-[5-(4-chlorobenzyloxy)-2-pyridyl]carbamate), CO (methanol), CO (methanol).